Dataset: the Open Reaction Database (ORD), a public repository of structured organic reaction records. Task: describe an organic reaction: reactants, conditions, products, and yield Reactants: ClC=1C=C(C(=O)OO)C=CC1 (3-chloroperoxybenzoic acid), COC(CS(=O)CCCl)=O (methyl[(2-chloroethyl)sulfinyl]acetate). Yields the product COC(CS(=O)(=O)CCCl)=O (methyl[(2-chloroethyl)sulfonyl]acetate). As a reaction SMILES: ClC1C=C(C=CC=1)C(OO)=[O:6].[CH3:12][O:13][C:14](=[O:21])[CH2:15][S:16]([CH2:18][CH2:19][Cl:20])=[O:17]>>[CH3:12][O:13][C:14](=[O:21])[CH2:15][S:16]([CH2:18][CH2:19][Cl:20])(=[O:6])=[O:17]. Procedure: The title compound was prepared from 3-chloroperoxybenzoic acid and the title compound of Example 11 according to the procedure of Example 11 and identified by its NMR and IR spectra. Reactants: ClC=1N=C(C2=C(N1)N(C=C2)S(=O)(=O)C2=CC=C(C)C=C2)N2CC(CCC2)C(=O)N (1-(2-chloro-7-tosyl-7H-pyrrolo[2,3-d]pyrimidin-4-yl)piperidine-3-carboxamide), NC1=CC=C(C=C1)N1CCN(CC1)C(C)=O (1-(4-(4-aminophenyl)piperazin-1-yl)ethanone), C[Si](C)(C)Cl (trimethylsilyl chloride). Solvent: CCCCO (n-BuOH), CCCCO (n-BuOH). Product: C(C)(=O)N1CCN(CC1)C1=CC=C(C=C1)NC=1N=C(C2=C(N1)N(C=C2)S(=O)(=O)C2=CC=C(C)C=C2)N2CC(CCC2)C(=O)N (1-(2-(4-(4-acetylpiperazin-1-yl)phenylamino)-7-tosyl-7H-pyrrolo[2,3-d]pyrimidin-4-yl)piperidine-3-carboxamide). Isolated yield 6.8%. Reaction SMILES: Cl[C:2]1[N:3]=[C:4]([N:21]2[CH2:26][CH2:25][CH2:24][CH:23]([C:27]([NH2:29])=[O:28])[CH2:22]2)[C:5]2[CH:10]=[CH:9][N:8]([S:11]([C:14]3[CH:20]=[CH:19][C:17]([CH3:18])=[CH:16][CH:15]=3)(=[O:13])=[O:12])[C:6]=2[N:7]=1.[NH2:30][C:31]1[CH:36]=[CH:35][C:34]([N:37]2[CH2:42][CH2:41][N:40]([C:43](=[O:45])[CH3:44])[CH2:39][CH2:38]2)=[CH:33][CH:32]=1.C[Si](Cl)(C)C>CCCCO>[C:43]([N:40]1[CH2:39][CH2:38][N:37]([C:34]2[CH:35]=[CH:36][C:31]([NH:30][C:2]3[N:3]=[C:4]([N:21]4[CH2:26][CH2:25][CH2:24][CH:23]([C:27]([NH2:29])=[O:28])[CH2:22]4)[C:5]4[CH:10]=[CH:9][N:8]([S:11]([C:14]5[CH:20]=[CH:19][C:17]([CH3:18])=[CH:16][CH:15]=5)(=[O:13])=[O:12])[C:6]=4[N:7]=3)=[CH:32][CH:33]=2)[CH2:42][CH2:41]1)(=[O:45])[CH3:44]. Procedure: A mixture of 1-(2-chloro-7-tosyl-7H-pyrrolo[2,3-d]pyrimidin-4-yl)piperidine-3-carboxamide (125 mg, 0.288 mmol), 1-(4-(4-aminophenyl)piperazin-1-yl)ethanone (100 mg, 0.456 mmol) and trimethylsilyl chloride (0.100 mL, 0.79 mmol) in n-BuOH (3 mL) was stirred at 116° C. for 20 h. n-BuOH was removed in vacuo. The residue was purified by HPLC to give 1-(2-(4-(4-acetylpiperazin-1-yl)phenylamino)-7-tosyl-7H-pyrrolo[2,3-d]pyrimidin-4-yl)piperidine-3-carboxamide (12 mg). Starting materials: [Cl-] (chloride), BrC1=CSC=2C(CN(CCC21)C)C2=CC=CC=C2 (3-bromo-6-methyl-8-phenyl-5,6,7,8-tetrahydro-4H-thieno[2,3-d]azepine), bromo. Reagents/catalysts: [Cu] (copper). The solvent is CN(C=O)C (dimethylformamide). The product is ClC1=CSC=2C(CN(CCC21)C)C2=CC=CC=C2 (3-Chloro-6-methyl-8-phenyl-5,6,7,8-tetrahydro-4H-thieno[2,3-d]azepine). Reaction SMILES: [Cl-:1].Br[C:3]1[C:12]2[CH2:11][CH2:10][N:9]([CH3:13])[CH2:8][CH:7]([C:14]3[CH:19]=[CH:18][CH:17]=[CH:16][CH:15]=3)[C:6]=2[S:5][CH:4]=1>CN(C)C=O.[Cu]>[Cl:1][C:3]1[C:12]2[CH2:11][CH2:10][N:9]([CH3:13])[CH2:8][CH:7]([C:14]3[CH:19]=[CH:18][CH:17]=[CH:16][CH:15]=3)[C:6]=2[S:5][CH:4]=1. Reported procedure: Anhydrous copper I chloride (0.68 g) was added to a stirred solution of 3-bromo-6-methyl-8-phenyl-5,6,7,8-tetrahydro-4H-thieno[2,3-d]azepine (1.0 g) in dry dimethylformamide under nitrogen. The mixture was heated to 120° for 5 hours, evaporated, water added and extracted with dichloromethane. The extracts were dried, filtered and evaporated and the residue chromatographed on silica, eluting with 1% methanol in dichloromethane, to give a crude product which contained 10% of the starting bromo- co... Run at time 4 hour. The solvent is C(Cl)Cl (CH2Cl2). Reaction SMILES: CCN(C(C)C)C(C)C.[F:10][CH:11]([F:41])[C:12]1[N:16]([C:17]2[N:22]=[C:21]([N:23]3[CH2:28][CH2:27][O:26][CH2:25][CH2:24]3)[N:20]=[C:19]([N:29]3[CH2:34][CH2:33][NH:32][CH2:31][CH2:30]3)[N:18]=2)[C:15]2[CH:35]=[CH:36][CH:37]=[C:38]([O:39][CH3:40])[C:14]=2[N:13]=1.[Cl-].Cl[S:44]([CH2:47][CH2:48][C:49]1[CH:54]=[CH:53][CH:52]=[CH:51][NH+:50]=1)(=[O:46])=[O:45].O>C(Cl)Cl>[F:41][CH:11]([F:10])[C:12]1[N:16]([C:17]2[N:22]=[C:21]([N:23]3[CH2:24][CH2:25][O:26][CH2:27][CH2:28]3)[N:20]=[C:19]([N:29]3[CH2:34][CH2:33][N:32]([S:44]([CH2:47][CH2:48][C:49]4[CH:54]=[CH:53][CH:52]=[CH:51][N:50]=4)(=[O:45])=[O:46])[CH2:31][CH2:30]3)[N:18]=2)[C:15]2[CH:35]=[CH:36][CH:37]=[C:38]([O:39][CH3:40])[C:14]=2[N:13]=1 |f:2.3|. Reactants: [Cl-].ClS(=O)(=O)CCC1=[NH+]C=CC=C1 (2-[2-(chlorosulfonyl)ethyl]pyridinium chloride), CCN(C(C)C)C(C)C (DIPEA), FC(C1=NC2=C(N1C1=NC(=NC(=N1)N1CCOCC1)N1CCNCC1)C=CC=C2OC)F (2-(difluoromethyl)-4-methoxy-1-[4-(4-morpholinyl)-6-(1-piperazinyl)-1,3,5-triazin-2-yl]-1H-benzimidazole), [Cl-].ClS(=O)(=O)CCC1=[NH+]C=CC=C1 (2-[2-(chlorosulfonyl)ethyl]pyridinium chloride), O (Water). Yields the product FC(C1=NC2=C(N1C1=NC(=NC(=N1)N1CCOCC1)N1CCN(CC1)S(=O)(=O)CCC1=NC=CC=C1)C=CC=C2OC)F (2-(difluoromethyl)-4-methoxy-1-[4-(4-morpholinyl)-6-(4-{[2-(2-pyridinyl)ethyl]sulfonyl}-1-piperazinyl)-1,3,5-triazin-2-yl]-1H-benzimidazole). Reported procedure: DIPEA (0.29 mL, 1.66 mmol) was added to a suspension of 2-(difluoromethyl)-4-methoxy-1-[4-(4-morpholinyl)-6-(1-piperazinyl)-1,3,5-triazin-2-yl]-1H-benzimidazole (Example 2) (150 mg, 0.336 mmol) and 2-[2-(chlorosulfonyl)ethyl]pyridinium chloride (122 mg, 0.504 mmol) in CH2Cl2 (10 mL) at room temperature under nitrogen, and the mixture was stirred for 4 hrs. Additional 2-[2-(chlorosulfonyl)ethyl]pyridinium chloride (41 mg, 0.169 mmol) was added and the reaction mixture was stirred for another 20 h... The yield is 71.5%. Starting materials: O=C1C(=CC(=O)CC1(C)C)C (ketoisophorone). The solvent is C(Cl)Cl (methylene chloride). The product is CC1(C([C@@H](CC(C1)=O)C)=O)C ([6R]-2,2,6-trimethyl-1,4-cyclohexanedione). Reaction SMILES: [O:1]=[C:2]1[C:8]([CH3:10])([CH3:9])[CH2:7][C:5](=[O:6])[CH:4]=[C:3]1[CH3:11]>C(Cl)Cl>[CH3:10][C:8]1([CH3:9])[CH2:7][C:5](=[O:6])[CH2:4][C@@H:3]([CH3:11])[C:2]1=[O:1]. Reported procedure: The water phase (190 liters+5 liters of wash-water) is stirred out five times with 60 liters of methylene chloride each time. The solvent phase is separated, washed twice with 60 liters of water each time and concentrated to about 15 liters on a rotary evaporator. This concentrate is dehydrated with 1.5 kg of sodium sulphate, filtered and concentrated to dryness under reduced pressure. The residue (1755 g) is dissolved while hot in 6 liters of diisopropyl ether, decolourised with 80 g of active ... Starting materials: CCC(=O)c1ccc(OCC(=O)OC)cc1, CC#N, c1cc(N2CCNCC2)ccn1. The product is COC(=O)COc1ccc(C(=O)C(C)N2CCN(c3ccncc3)CC2)cc1. As a reaction SMILES: [CH3:1][CH2:2][C:3](=[O:4])[c:5]1[cH:6][cH:7][c:8]([O:9][CH2:10][C:11](=[O:12])[O:13][CH3:14])[cH:15][cH:16]1.[CH3:29][C:30]#[N:31].[n:17]1[cH:18][cH:19][c:20]([N:23]2[CH2:24][CH2:25][NH:26][CH2:27][CH2:28]2)[cH:21][cH:22]1>>[CH3:1][CH:2]([C:3](=[O:4])[c:5]1[cH:6][cH:7][c:8]([O:9][CH2:10][C:11](=[O:12])[O:13][CH3:14])[cH:15][cH:16]1)[N:26]1[CH2:25][CH2:24][N:23]([c:20]2[cH:19][cH:18][n:17][cH:22][cH:21]2)[CH2:28][CH2:27]1. Starting materials: C(C)N1C=C(C(C2=CC(=C(C(=C12)F)N1CCN(CC1)S(=O)(=O)C1=CC=C(C=C1)NC(C)=O)F)=O)C(=O)O (1-ethyl-6,8-difluoro-1,4-dihydro-4-oxo-7-[4-(4-acetamidobenzenesulfonyl)-1-piperazinyl]-3-quinolinecarboxylic acid), C[O-].[Na+] (sodium methylate). Run in CN(C=O)C (dimethylformamide). The product is C(C)N1C=C(C(C2=CC(=C(C(=C12)OC)N1CCN(CC1)S(=O)(=O)C1=CC=C(C=C1)NC(C)=O)F)=O)C(=O)O (1-ethyl-6-fluoro-1,4-dihydro-4-oxo-7-[4-(4-acetamidobenzenesulfonyl)-1-piperazinyl]-8-methoxy-3-quinolinecarboxylic acid). Isolated yield 90.6%. Reaction SMILES: [CH2:1]([N:3]1[C:12]2[C:7](=[CH:8][C:9]([F:33])=[C:10]([N:14]3[CH2:19][CH2:18][N:17]([S:20]([C:23]4[CH:28]=[CH:27][C:26]([NH:29][C:30](=[O:32])[CH3:31])=[CH:25][CH:24]=4)(=[O:22])=[O:21])[CH2:16][CH2:15]3)[C:11]=2F)[C:6](=[O:34])[C:5]([C:35]([OH:37])=[O:36])=[CH:4]1)[CH3:2].[CH3:38][O-:39].[Na+]>CN(C)C=O>[CH2:1]([N:3]1[C:12]2[C:7](=[CH:8][C:9]([F:33])=[C:10]([N:14]3[CH2:19][CH2:18][N:17]([S:20]([C:23]4[CH:24]=[CH:25][C:26]([NH:29][C:30](=[O:32])[CH3:31])=[CH:27][CH:28]=4)(=[O:22])=[O:21])[CH2:16][CH2:15]3)[C:11]=2[O:39][CH3:38])[C:6](=[O:34])[C:5]([C:35]([OH:37])=[O:36])=[CH:4]1)[CH3:2] |f:1.2|. Reported procedure: 2.16 g of 1-ethyl-6,8-difluoro-1,4-dihydro-4-oxo-7-[4-(4-acetamidobenzenesulfonyl)-1-piperazinyl]-3-quinolinecarboxylic acid obtained in Example 1 is dissolved in 100 ml of dimethylformamide (DMF). To this is added 7.72 g of 28% sodium methylate and the mixture is refluxed for 2 hours while heating. Then, the reaction mixture is concentrated under reduced pressure. To the residue is added water to dissolve and the solution is neutralized with 2N hydrochloric acid. The precipitated crystals are c... Reactants: CO, O=C[O-], CC(c1ccccc1)N1CCOC(c2ccc(N)cc2)C1, [NH4+], C1CCOC1, O. Yields the product Nc1ccc(C2CNCCO2)cc1. Reaction SMILES: [CH3:26][OH:27].[CH:22]([O-:23])=[O:24].[NH2:1][c:2]1[cH:3][cH:4][c:5]([CH:8]2[O:9][CH2:10][CH2:11][N:12]([CH:14]([c:15]3[cH:16][cH:17][cH:18][cH:19][cH:20]3)[CH3:21])[CH2:13]2)[cH:6][cH:7]1.[NH4+:25].[O:29]1[CH2:30][CH2:31][CH2:32][CH2:33]1.[OH2:28]>>[NH2:1][c:2]1[cH:3][cH:4][c:5]([CH:8]2[O:9][CH2:10][CH2:11][NH:12][CH2:13]2)[cH:6][cH:7]1. Starting materials: BrC=1N=C(C=2N(C1)C=CN2)NC2=NC=C(C=C2)N2CCN(CC2)C2COC2 (6-bromo-N-(5-(4-(oxetan-3-yl)piperazin-1-yl)pyridin-2-yl)imidazo[1,2-a]pyrazin-8-amine), C(C)(=O)OCC1=C(C=C(C=C1B1OC(C(O1)(C)C)(C)C)F)N1C(C=2N(C=3CCCCC3C2)CC1)=O (4-Fluoro-2-(1-oxo-3,4,6,7,8,9-hexahydropyrazino[1,2-a]indol-2(1H)-yl)-6-(4,4,5,5-tetramethyl-1,3,2-dioxaborolan-2-yl)benzyl acetate), [O-]P(=O)([O-])[O-].[K+].[K+].[K+] (K3PO4), CC(=O)[O-].[Na+] (NaOAc). Reagents/catalysts: C1=CC=C(C=C1)P([C-]2C=CC=C2)C3=CC=CC=C3.C1=CC=C(C=C1)P([C-]2C=CC=C2)C3=CC=CC=C3.Cl[Pd]Cl.[Fe+2] (PdCl2(dppf)). The solvent is CC#N (CH3CN), O (H2O), O1CCOCC1 (1,4-dioxane). Conditions: temperature 100 celsius. The product is FC=1C=C(C(=C(C1)N1C(C=2N(C=3CCCCC3C2)CC1)=O)CC(C)=O)C=1N=C(C=2N(C1)C=CN2)NC2=NC=C(C=C2)N2CCN(CC2)C2COC2 (2-(5-Fluoro-3-(8-(5-(4-(oxetan-3-yl)piperazin-1-yl)pyridin-2-ylamino)-imidazo[1,2-a]pyrazin-6-yl)-2-(2-oxopropyl)phenyl)-3,4,6,7,8,9-hexahydropyrazino[1,2-a]indol-1(2H)-one). Yield: 72.5%. Reaction SMILES: Br[C:2]1[N:3]=[C:4]([NH:11][C:12]2[CH:17]=[CH:16][C:15]([N:18]3[CH2:23][CH2:22][N:21]([CH:24]4[CH2:27][O:26][CH2:25]4)[CH2:20][CH2:19]3)=[CH:14][N:13]=2)[C:5]2[N:6]([CH:8]=[CH:9][N:10]=2)[CH:7]=1.C(O[CH2:32][C:33]1[C:38](B2OC(C)(C)C(C)(C)O2)=[CH:37][C:36]([F:48])=[CH:35][C:34]=1[N:49]1[CH2:61][CH2:60][N:52]2[C:53]3[CH2:54][CH2:55][CH2:56][CH2:57][C:58]=3[CH:59]=[C:51]2[C:50]1=[O:62])(=O)C.[O-]P([O-])([O-])=O.[K+].[K+].[K+].[CH3:71][C:72]([O-:74])=O.[Na+]>CC#N.O.C1C=CC(P(C2C=CC=CC=2)[C-]2C=CC=C2)=CC=1.C1C=CC(P(C2C=CC=CC=2)[C-]2C=CC=C2)=CC=1.Cl[Pd]Cl.[Fe+2].O1CCOCC1>[F:48][C:36]1[CH:37]=[C:38]([C:2]2[N:3]=[C:4]([NH:11][C:12]3[CH:17]=[CH:16][C:15]([N:18]4[CH2:23][CH2:22][N:21]([CH:24]5[CH2:25][O:26][CH2:27]5)[CH2:20][CH2:19]4)=[CH:14][N:13]=3)[C:5]3[N:6]([CH:8]=[CH:9][N:10]=3)[CH:7]=2)[C:33]([CH2:32][C:72](=[O:74])[CH3:71])=[C:34]([N:49]2[CH2:61][CH2:60][N:52]3[C:53]4[CH2:54][CH2:55][CH2:56][CH2:57][C:58]=4[CH:59]=[C:51]3[C:50]2=[O:62])[CH:35]=1 |f:2.3.4.5,6.7,10.11.12.13|. Procedure details: A 250-mL single-neck round-bottomed flask equipped with a magnetic stirrer and reflux condenser was charged with 1,4-dioxane (60 mL), 6-bromo-N-(5-(4-(oxetan-3-yl)piperazin-1-yl)pyridin-2-yl)imidazo[1,2-a]pyrazin-8-amine (130 mg, 0.3 mmol), 4-fluoro-2-(1-oxo-3,4,6,7,8,9-hexahydropyrazino[1,2-a]indol-2(1H)-yl)-6-(4,4,5,5-tetramethyl-1,3,2-dioxaborolan-2-yl)benzyl acetate 101l (146 mg, 0.3 mmol), PdCl2(dppf) (25 mg, 0.03 mmol), K3PO4 (138 mg, 0.6 mmol), and NaOAc (48 mg, 0.6 mmol) in CH3CN (5 mL) ...